Dataset: the Open Reaction Database (ORD), a public repository of structured organic reaction records. Task: describe an organic reaction: reactants, conditions, products, and yield Reactants: Cl.N[C@H]1[C@@H](C1)C1=CC=C(C=C1)NC(C1=CC(=CC=C1)N1C(CCCC1)=O)=O (N-{4-[trans-2-aminocyclopropyl]phenyl}-3-(2-oxopiperidin-1-yl)benzamide hydrochloride), C(C1=CC=CC=C1)=O (benzaldehyde), C(O)([O-])=O.[Na+] (sodium hydrogen carbonate), [BH4-].[Na+] (sodium borohydride). Run in CO (methanol), O (water). Run at temperature 70 celsius, time 1 hour. Yields the product C(C1=CC=CC=C1)N[C@H]1[C@@H](C1)C1=CC=C(C=C1)NC(C1=CC(=CC=C1)N1C(CCCC1)=O)=O (N-{4-[trans-2-(benzylamino)cyclopropyl]phenyl}-3-(2-oxopiperidin-1-yl)benzamide). As a reaction SMILES: Cl.[NH2:2][C@@H:3]1[CH2:5][C@H:4]1[C:6]1[CH:11]=[CH:10][C:9]([NH:12][C:13](=[O:27])[C:14]2[CH:19]=[CH:18][CH:17]=[C:16]([N:20]3[CH2:25][CH2:24][CH2:23][CH2:22][C:21]3=[O:26])[CH:15]=2)=[CH:8][CH:7]=1.[CH:28](=O)[C:29]1[CH:34]=[CH:33][CH:32]=[CH:31][CH:30]=1.C(=O)([O-])O.[Na+].[BH4-].[Na+]>CO.O>[CH2:28]([NH:2][C@@H:3]1[CH2:5][C@H:4]1[C:6]1[CH:11]=[CH:10][C:9]([NH:12][C:13](=[O:27])[C:14]2[CH:19]=[CH:18][CH:17]=[C:16]([N:20]3[CH2:25][CH2:24][CH2:23][CH2:22][C:21]3=[O:26])[CH:15]=2)=[CH:8][CH:7]=1)[C:29]1[CH:34]=[CH:33][CH:32]=[CH:31][CH:30]=1 |f:0.1,3.4,5.6|. Procedure details: To a solution of N-{4-[trans-2-aminocyclopropyl]phenyl}-3-(2-oxopiperidin-1-yl)benzamide hydrochloride (27.1 mg) in methanol (1 mL) were added benzaldehyde (7.14 μL) and sodium hydrogen carbonate (8.9 mg). The mixture was stirred at 70° C. for 1 hr, and ice-cooled to 0° C. and sodium borohydride (4.0 mg) was added. The mixture was stirred for 1 hr and water was added. The mixture was extracted with ethyl acetate, and the extract was washed with saturated brine and dried over anhydrous sodium sul... Starting materials: ClC1=NC=C(C(=N1)NC1=CC=C(C=C1)OC(C)C)F (2-chloro-5-fluoro-N4-(4-isopropoxyphenyl)-4-pyrimidineamine), Cl.CN (methylamine hydrochloride), C(C)(C)N(CC)C(C)C (diisopropylethylamine). The product is C(C)(C)OC1=CC=C(C=C1)NC1=NC(=NC=C1)N (N4-(4-isopropoxyphenyl)-2,4-pyrimidinediamine). RXN SMILES: Cl[C:2]1[N:7]=[C:6]([NH:8][C:9]2[CH:14]=[CH:13][C:12]([O:15][CH:16]([CH3:18])[CH3:17])=[CH:11][CH:10]=2)[C:5](F)=[CH:4][N:3]=1.Cl.CN.C([N:26](C(C)C)CC)(C)C>>[CH:16]([O:15][C:12]1[CH:13]=[CH:14][C:9]([NH:8][C:6]2[CH:5]=[CH:4][N:3]=[C:2]([NH2:26])[N:7]=2)=[CH:10][CH:11]=1)([CH3:18])[CH3:17] |f:1.2|. Reported procedure: In a like manner to the preparation of N4-(3,5-dichloro-4-hydroxyphenyl)-5-fluoro-N2-[3-(N-morpholino)carbonylmethyleneoxyphenyl]-2,4-pyrimidinediamine, 2-chloro-5-fluoro-N4-(4-isopropoxyphenyl)-4-pyrimidineamine, methylamine hydrochloride, and diisopropylethylamine were reacted to provide 5-fluoro-N2-[2,3-dihydro-2-[N-methylamino)carbonyl]benzofuran-5-yl]-N4-(4-isopropoxyphenyl)-2,4-pyrimidinediamine. 1H NMR (DMSO-d6): δ 9.11 (s, 1H), 8.92 (s, 1H), 8.06-7.98 (m, 1H), 7.97 (d, 1H, J=4.2 Hz), 7.6... The reactants are C(C)N(CCCOC1=CC=C(C=C1)[N+](=O)[O-])CC (diethyl-[3-(4-nitro-phenoxy)-propyl]-amine), O.NN (hydrazine monohydrate). Reagents/catalysts: [Ni] (Raney nickel). The solvent is C(C)O (ethanol). Reaction conditions: temperature 50 celsius, time 3 hour. Yields the product C(C)N(CCCOC1=CC=C(C=C1)N)CC (4-(3-Diethylamino-propoxy)-phenylamine). Reaction SMILES: [CH2:1]([N:3]([CH2:17][CH3:18])[CH2:4][CH2:5][CH2:6][O:7][C:8]1[CH:13]=[CH:12][C:11]([N+:14]([O-])=O)=[CH:10][CH:9]=1)[CH3:2].O.NN>C(O)C.[Ni]>[CH2:17]([N:3]([CH2:1][CH3:2])[CH2:4][CH2:5][CH2:6][O:7][C:8]1[CH:9]=[CH:10][C:11]([NH2:14])=[CH:12][CH:13]=1)[CH3:18] |f:1.2|. Procedure: A solution of diethyl-[3-(4-nitro-phenoxy)-propyl]-amine (15.2 g, 60.4 mmol) is dissolved in absolute ethanol (350 mL) and to this solution is added hydrazine monohydrate (18 mL, 6 equiv.) followed by the addition of a small portion of Raney nickel. The reaction mixture is heated to 50° C. with stirring for 3 h until all gas evolution has ceased. The reaction mixture is filtered through celite to remove the Raney nickel. The filtrate is concentrated under reduced pressure to give the named compo... Reactants: O (water), C(=O)(C(F)(F)F)O (TFA), C(C)(C)(C)OC(NC(CC)C(C(NOC(C1=CC=CC=C1)=O)=N)O)=O ({1-[Hydroxy-(N-benzoyloxycarbamimidoyl)-methyl]-propyl}-carbamic acid tert-butyl ester). The reagents and catalysts are [OH-].[OH-].[Pd+2] (Pd(OH)2). Run in C(C)O (ethanol). Reaction conditions: time 48 hour. The product is NC(C(O)C1=NOC(=N1)C1=CC=CC=C1)CC (2-Amino-1-(5-phenyl-[1,2,4]oxadiazol-3-yl)-butan-1-ol). RXN SMILES: C(OC(=O)[NH:7][CH:8]([CH:11]([OH:24])[C:12](=[NH:23])[NH:13][O:14][C:15](=O)[C:16]1[CH:21]=[CH:20][CH:19]=[CH:18][CH:17]=1)[CH2:9][CH3:10])(C)(C)C.O.C(O)(C(F)(F)F)=O>C(O)C.[OH-].[OH-].[Pd+2]>[NH2:7][CH:8]([CH2:9][CH3:10])[CH:11]([C:12]1[N:23]=[C:15]([C:16]2[CH:21]=[CH:20][CH:19]=[CH:18][CH:17]=2)[O:14][N:13]=1)[OH:24] |f:4.5.6|. Reported procedure: Compound 3 (9.0 g, 39 mmol) was dissolved in ethanol (100 ml) and water (20 ml) followed by the addition of 9 grams of Pd(OH)2 and TFA (4 ml). The mixture was hydrogenated at 50 psi for 48 hours, then the reaction was filtered through celite which was concentrated to give 9 grams of crude material 4 which was used without further purification. Compound 4 was dissolved in dry methanol (300 ml) and HCl gas was bubbled through for 15 minutes. The reaction was stirred at room temperature for three d... Reactants: COC(=O)CC(=O)CC(C=Cc1c(C(C)C)c(C(=O)N(C)Cc2ccccc2C)nn1-c1ccc(F)cc1)O[Si](C)(C)C(C)(C)C, CCOC(C)=O, CC#N, F, O. Product: COC(=O)CC(=O)CC(O)C=Cc1c(C(C)C)c(C(=O)N(C)Cc2ccccc2C)nn1-c1ccc(F)cc1. Reaction SMILES: [CH3:1][O:2][C:3]([CH2:4][C:5]([CH2:6][CH:7]([CH:8]=[CH:9][c:10]1[n:11](-[c:30]2[cH:31][cH:32][c:33]([F:36])[cH:34][cH:35]2)[n:12][c:13]([C:18]([N:19]([CH2:20][c:21]2[c:22]([CH3:27])[cH:23][cH:24][cH:25][cH:26]2)[CH3:28])=[O:29])[c:14]1[CH:15]([CH3:16])[CH3:17])[O:37][Si:38]([C:39]([CH3:40])([CH3:41])[CH3:42])([CH3:43])[CH3:44])=[O:45])=[O:46].[CH3:48][CH2:49][O:50][C:51]([CH3:52])=[O:53].[CH3:55][C:56]#[N:57].[FH:47].[OH2:54]>>[CH3:1][O:2][C:3]([CH2:4][C:5]([CH2:6][CH:7]([CH:8]=[CH:9][c:10]1[n:11](-[c:30]2[cH:31][cH:32][c:33]([F:36])[cH:34][cH:35]2)[n:12][c:13]([C:18]([N:19]([CH2:20][c:21]2[c:22]([CH3:27])[cH:23][cH:24][cH:25][cH:26]2)[CH3:28])=[O:29])[c:14]1[CH:15]([CH3:16])[CH3:17])[OH:37])=[O:45])=[O:46]. Reactants: CCOC(=O)CCCCBr, O=C([O-])[O-], c1ccc2c(c1)Sc1ccccc1N1CCNCC21, CC(C)=O, [K+], [K+]. Product: CCOC(=O)CCCCN1CCN2c3ccccc3Sc3ccccc3C2C1. As a reaction SMILES: [Br:20][CH2:21][CH2:22][CH2:23][CH2:24][C:25](=[O:26])[O:27][CH2:28][CH3:29].[C:30](=[O:31])([O-:32])[O-:33].[CH2:1]1[NH:2][CH2:3][CH2:4][N:5]2[c:6]3[c:7]([cH:16][cH:17][cH:18][cH:19]3)[S:8][c:9]3[c:10]([cH:12][cH:13][cH:14][cH:15]3)[CH:11]12.[CH3:36][C:37](=[O:38])[CH3:39].[K+:34].[K+:35]>>[CH2:1]1[N:2]([CH2:21][CH2:22][CH2:23][CH2:24][C:25](=[O:26])[O:27][CH2:28][CH3:29])[CH2:3][CH2:4][N:5]2[c:6]3[c:7]([cH:16][cH:17][cH:18][cH:19]3)[S:8][c:9]3[c:10]([cH:12][cH:13][cH:14][cH:15]3)[CH:11]12. Reactants: CCOc1cc(OCC)c(F)c(C(Nc2ccc(C#N)cc2)C(=O)O)c1, CCCCO, C1CCOC1, c1ccc(P(c2ccccc2)c2ccccc2)cc1. Product: CCCCOC(=O)C(Nc1ccc(C#N)cc1)c1cc(OCC)cc(OCC)c1F. Reaction SMILES: [C:1](#[N:2])[c:3]1[cH:4][cH:5][c:6]([NH:9][CH:10]([C:11](=[O:12])[OH:13])[c:14]2[c:15]([F:26])[c:16]([O:23][CH2:24][CH3:25])[cH:17][c:18]([O:20][CH2:21][CH3:22])[cH:19]2)[cH:7][cH:8]1.[CH2:27]([CH2:28][CH2:29][CH3:30])[OH:31].[CH2:51]1[O:52][CH2:53][CH2:54][CH2:55]1.[c:32]1([P:33]([c:34]2[cH:35][cH:36][cH:37][cH:38][cH:39]2)[c:40]2[cH:41][cH:42][cH:43][cH:44][cH:45]2)[cH:46][cH:47][cH:48][cH:49][cH:50]1>>[C:1](#[N:2])[c:3]1[cH:4][cH:5][c:6]([NH:9][CH:10]([C:11]([O:12][CH2:27][CH2:28][CH2:29][CH3:30])=[O:13])[c:14]2[c:15]([F:26])[c:16]([O:23][CH2:24][CH3:25])[cH:17][c:18]([O:20][CH2:21][CH3:22])[cH:19]2)[cH:7][cH:8]1.